Task: describe an organic reaction: reactants, conditions, products, and yield. Dataset: the Open Reaction Database (ORD), a public repository of structured organic reaction records The reactants are OO (hydrogen peroxide), C1OC(CCCC(=C)C)(C)OC1 (6,6-ethylenedioxy-2-methyl-hept-1-ene), C(C)O (ethanol), [OH-].[Na+] (sodium hydroxide), ice water. Run in CCCCCC (hexane). Conditions: time 3 hour. The product is C1OC(CCCC(CO)C)(C)OC1 (6,6-ethylenedioxy-2-methylheptanol). The yield is 89.0%. RXN SMILES: [CH2:1]1[CH2:12][O:11][C:3]([CH3:10])([CH2:4][CH2:5][CH2:6][C:7]([CH3:9])=[CH2:8])[O:2]1.C([OH:15])C.[OH-].[Na+].OO>CCCCCC>[CH2:12]1[CH2:1][O:2][C:3]([CH3:10])([CH2:4][CH2:5][CH2:6][CH:7]([CH3:9])[CH2:8][OH:15])[O:11]1 |f:2.3|. Procedure: To a solution of 6,6-ethylenedioxy-2-methyl-hept-1-ene (33.95 g) in hexane (132 ml) under a nitrogen atmosphere is added borane-methyl sulfide complex (7.05 ml) at 0° C. over a half hour period. The reaction is allowed to stir for 3 hours at room temperature and is treated with 95% ethanol (68 ml) and 3 N sodium hydroxide (21.8 ml), cooled to 0° C., followed by the dropwise addition of 30% hydrogen peroxide (24.5 ml) to maintain a temperature of 25°-35° C. The reaction mixture is heated at reflu... Product: CC(CSCc1ccccc1)C(=O)N1CCCC1C(=O)O. RXN SMILES: [C:1]([CH3:2])([CH3:3])([CH3:4])[O:5][C:6]([CH:7]1[N:8]([C:12]([CH:13]([CH2:14][S:15][CH2:16][c:17]2[cH:18][cH:19][cH:20][cH:21][cH:22]2)[CH3:23])=[O:24])[CH2:9][CH2:10][CH2:11]1)=[O:25].[CH3:26][O:27][c:28]1[cH:29][cH:30][cH:31][cH:32][cH:33]1.[OH:34][C:35]([C:36]([F:37])([F:38])[F:39])=[O:40]>>[O:5]=[C:6]([CH:7]1[N:8]([C:12]([CH:13]([CH2:14][S:15][CH2:16][c:17]2[cH:18][cH:19][cH:20][cH:21][cH:22]2)[CH3:23])=[O:24])[CH2:9][CH2:10][CH2:11]1)[OH:25]. The reactants are CC(CSCc1ccccc1)C(=O)N1CCCC1C(=O)OC(C)(C)C, COc1ccccc1, O=C(O)C(F)(F)F. The reactants are ClC1=C(C(=O)OC2CCN(CC2)CC2=CC=CC=C2)C=CC=C1 (1-benzyl-piperidin-4-yl 2-chloro-benzoate), CO (methanol). Solvent: CCOCC (ether). Run at time 2 hour. Yields the product Cl.ClC1=C(C(=O)OC2CCN(CC2)CC2=CC=CC=C2)C=CC=C1 (1-benzyl-piperidin-4-yl 2-chloro-benzoate hydrochloride). The yield is 172.9%. Reaction SMILES: [Cl:1][C:2]1[CH:23]=[CH:22][CH:21]=[CH:20][C:3]=1[C:4]([O:6][CH:7]1[CH2:12][CH2:11][N:10]([CH2:13][C:14]2[CH:19]=[CH:18][CH:17]=[CH:16][CH:15]=2)[CH2:9][CH2:8]1)=[O:5].CO>CCOCC>[ClH:1].[Cl:1][C:2]1[CH:23]=[CH:22][CH:21]=[CH:20][C:3]=1[C:4]([O:6][CH:7]1[CH2:12][CH2:11][N:10]([CH2:13][C:14]2[CH:15]=[CH:16][CH:17]=[CH:18][CH:19]=2)[CH2:9][CH2:8]1)=[O:5] |f:3.4|. Procedure details: 0.1 g (0.0003 mol) of 1-benzyl-piperidin-4-yl 2-chloro-benzoate was dissolved in 5 ml of ether and 0.5 ml of methanol and treated with 1 ml of 1N ethereal HCI. The mixture was stirred for 2 hrs. and the resulting precipitate was filtered off, washed with ether and dried. 0.095 g (86%) of 1-benzyl-piperidin-4-yl 2-chloro-benzoate hydrochloride (1:1) was obtained as white crystals; m.p. 200°-202°. Reactants: O1COC2=C1C=CC(=C2)C2(CC2)C(=O)NC=2C=C1C=C(NC1=CC2)C(C)(C)C (1-(benzo[d][1,3]dioxol-5-yl)-N-(2-tert-butyl-1H-indol-5-yl)cyclopropanecarboxamide), IC (iodomethane). Solvent: CN(C=O)C (N,N-dimethylformamide). Product: O1COC2=C1C=CC(=C2)C2(CC2)C(=O)NC=2C=C1C(=C(NC1=CC2)C(C)(C)C)C (1-(Benzo[d][1,3]dioxol-5-yl)-N-(2-tert-butyl-3-methyl-1H-indol-5-yl)cyclopropanecarboxamide). As a reaction SMILES: [O:1]1[C:5]2[CH:6]=[CH:7][C:8]([C:10]3([C:13]([NH:15][C:16]4[CH:17]=[C:18]5[C:22](=[CH:23][CH:24]=4)[NH:21][C:20]([C:25]([CH3:28])([CH3:27])[CH3:26])=[CH:19]5)=[O:14])[CH2:12][CH2:11]3)=[CH:9][C:4]=2[O:3][CH2:2]1.I[CH3:30]>CN(C)C=O>[O:1]1[C:5]2[CH:6]=[CH:7][C:8]([C:10]3([C:13]([NH:15][C:16]4[CH:17]=[C:18]5[C:22](=[CH:23][CH:24]=4)[NH:21][C:20]([C:25]([CH3:28])([CH3:27])[CH3:26])=[C:19]5[CH3:30])=[O:14])[CH2:12][CH2:11]3)=[CH:9][C:4]=2[O:3][CH2:2]1. Procedure: A solution of 1-(benzo[d][1,3]dioxol-5-yl)-N-(2-tert-butyl-1H-indol-5-yl)cyclopropanecarboxamide (75 mg, 0.20 mmol) and iodomethane (125 μL, 2.0 mmol) in N,N-dimethylformamide (1 mL) was heated at 120° C. in a sealed tube for 24 h, The reaction was filtered and purified by reverse phase HPLC. ESI-MS m/z calc. 390.5, found 391.3 (M+1)+; retention time 2.04 minutes. 1H NMR (400 MHz, DMSO-d6) δ 10.30 (s, 1H), 8.39 (s, 1H), 7.51 (m, 1H), 7.13-7.11 (m, 1H), 7.03-6.90 (m, 4H), 6.03 (s, 2H), 2.25 (s, 3... Reactants: COC(CNC)OC (methylaminoacetaldehyde dimethylacetal), ClC=1C=C(OC(C)C2=NN=C(S2)N=C=O)C=CC1 (5-[1-(3-chlorophenoxy)ethyl]-1,3,4-thiadiazol-2-yl isocyanate). Run in C1=CC=CC=C1 (benzene). Yields the product ClC=1C=C(OC(C)C2=NN=C(S2)NC(N(C)CC(OC)OC)=O)C=CC1 (3-[5-[1-(3-chlorophenoxy)ethyl]-1,3,4-thiadiazol-2-yl]-1-methyl-(2,2-dimethoxyethyl)urea). As a reaction SMILES: [CH3:1][O:2][CH:3]([O:7][CH3:8])[CH2:4][NH:5][CH3:6].[Cl:9][C:10]1[CH:11]=[C:12]([CH:24]=[CH:25][CH:26]=1)[O:13][CH:14]([C:16]1[S:20][C:19]([N:21]=[C:22]=[O:23])=[N:18][N:17]=1)[CH3:15]>C1C=CC=CC=1>[Cl:9][C:10]1[CH:11]=[C:12]([CH:24]=[CH:25][CH:26]=1)[O:13][CH:14]([C:16]1[S:20][C:19]([NH:21][C:22](=[O:23])[N:5]([CH2:4][CH:3]([O:7][CH3:8])[O:2][CH3:1])[CH3:6])=[N:18][N:17]=1)[CH3:15]. Reported procedure: 4.9 grams (0.036 mole) of methylaminoacetaldehyde dimethylacetal was slowly added to a warm 30 milliliter benzene solution containing 10.2 grams (0.036 mole) of the 5-[1-(3-chlorophenoxy)ethyl]-1,3,4-thiadiazol-2-yl isocyanate dimer (prepared above). The resulting solution was refluxed for 15 minutes, cooled, topped on a roto-vac at 70° C. to 14.5 grams of a pink solid residue which was recrystallized from a minimum amount of ethylacetate/hexane solution. The fluffy precipitate was filtered off,... The product is S1C(=NC2=C1C=CC=C2)NC(=O)C=2C=CC=C1CCN(CC21)C=2SC=C(N2)C(=O)OC (methyl 2-(8-(benzo[d]thiazol-2-ylcarbamoyl)-3,4-dihydroisoquinolin-2(1H)-yl)thiazole-4-carboxylate). The yield is 67.3%. As a reaction SMILES: Cl.Cl.[S:3]1[C:7]2[CH:8]=[CH:9][CH:10]=[CH:11][C:6]=2[N:5]=[C:4]1[NH:12][C:13]([C:15]1[CH:16]=[CH:17][CH:18]=[C:19]2[C:24]=1[CH2:23][NH:22][CH2:21][CH2:20]2)=[O:14].Cl[C:26]1[S:27][CH:28]=[C:29]([C:31]([O:33][CH3:34])=[O:32])[N:30]=1.C([O-])([O-])=O.[Cs+].[Cs+].Cl>CC(N(C)C)=O>[S:3]1[C:7]2[CH:8]=[CH:9][CH:10]=[CH:11][C:6]=2[N:5]=[C:4]1[NH:12][C:13]([C:15]1[CH:16]=[CH:17][CH:18]=[C:19]2[C:24]=1[CH2:23][N:22]([C:26]1[S:27][CH:28]=[C:29]([C:31]([O:33][CH3:34])=[O:32])[N:30]=1)[CH2:21][CH2:20]2)=[O:14] |f:0.1.2,4.5.6|. Starting materials: Cl (HCl), Cl.Cl.S1C(=NC2=C1C=CC=C2)NC(=O)C=2C=CC=C1CCNCC21 (N-(benzo[d]thiazol-2-yl)-1,2,3,4-tetrahydroisoquinoline-8-carboxamide dihydrochloride), ClC=1SC=C(N1)C(=O)OC (methyl 2-chlorothiazole-4-carboxylate), C(=O)([O-])[O-].[Cs+].[Cs+] (Cs2CO3). Run in CC(=O)N(C)C (DMA). Procedure: To a solution of N-(benzo[d]thiazol-2-yl)-1,2,3,4-tetrahydroisoquinoline-8-carboxamide dihydrochloride (1B) (5.3 g, 13.86 mmol) and methyl 2-chlorothiazole-4-carboxylate (2.5 g, 14 mmol) in DMA (60 mL) was added Cs2CO3 (25 g, 70 mmol). The reaction mixture was stirred at 50° C. overnight. The reaction mixture was cooled to rt, acidified with 5% HCl, extracted with DCM, washed with water, brine, dried over Na2SO4, and concentrated under reduced pressure. The crude material was purified by column ... Run at temperature 50 celsius, time 8 hour.